This data is from the Open Reaction Database (ORD), a public repository of structured organic reaction records. The task is: describe an organic reaction: reactants, conditions, products, and yield The reactants are CO, COC(=O)c1cc(OC)nn1C, Cl, [Na+], [OH-]. The product is COc1cc(C(=O)O)n(C)n1. As a reaction SMILES: [CH3:16][OH:17].[CH3:1][O:2][c:3]1[n:4][n:5]([CH3:12])[c:6]([C:8](=[O:9])[O:10][CH3:11])[cH:7]1.[ClH:15].[Na+:14].[OH-:13]>>[CH3:1][O:2][c:3]1[n:4][n:5]([CH3:12])[c:6]([C:8](=[O:9])[OH:10])[cH:7]1. The reactants are CN(C(=O)OC(C)(C)C)C1CCN(C(=O)OCc2ccccc2)C1, CO, [OH-], [OH-], [Pd+2]. The product is CN(C(=O)OC(C)(C)C)C1CCNC1. As a reaction SMILES: [C:1]([CH3:2])([CH3:3])([CH3:4])[O:5][C:6](=[O:7])[N:8]([CH:9]1[CH2:10][N:11]([C:14]([O:15][CH2:16][c:17]2[cH:18][cH:19][cH:20][cH:21][cH:22]2)=[O:23])[CH2:12][CH2:13]1)[CH3:24].[CH3:25][OH:26].[OH-:27].[OH-:28].[Pd+2:29]>>[C:1]([CH3:2])([CH3:3])([CH3:4])[O:5][C:6](=[O:7])[N:8]([CH:9]1[CH2:10][NH:11][CH2:12][CH2:13]1)[CH3:24]. The reactants are CCC1CCC(=O)CC1, Cc1ccccc1, CCOC(=O)C(=CN)C(=O)OCC, O, Cc1ccc(S(=O)(=O)O)cc1. Yields the product CCOC(=O)C(=CNC1=CCC(CC)CC1)C(=O)OCC. Reaction SMILES: [CH2:1]([CH3:2])[CH:3]1[CH2:4][CH2:5][C:6](=[O:9])[CH2:7][CH2:8]1.[CH3:35][c:36]1[cH:37][cH:38][cH:39][cH:40][cH:41]1.[NH2:10][CH:11]=[C:12]([C:13](=[O:14])[O:15][CH2:16][CH3:17])[C:18](=[O:19])[O:20][CH2:21][CH3:22].[OH2:34].[c:23]1([CH3:24])[cH:25][cH:26][c:27]([S:28]([OH:29])(=[O:30])=[O:31])[cH:32][cH:33]1>>[CH2:1]([CH3:2])[CH:3]1[CH2:4][CH:5]=[C:6]([NH:10][CH:11]=[C:12]([C:13](=[O:14])[O:15][CH2:16][CH3:17])[C:18](=[O:19])[O:20][CH2:21][CH3:22])[CH2:7][CH2:8]1.